From a dataset of the Open Reaction Database (ORD), a public repository of structured organic reaction records. describe an organic reaction: reactants, conditions, products, and yield The reactants are NC1CCC(CC1)O (4-aminocyclohexanol), FC(OC1=CC=C(C(=O)Cl)C=C1)F (4-difluoromethoxybenzoyl chloride). Product: FC(OC1=CC=C(C(=O)NC2CCC(CC2)O)C=C1)F (4-(4-DIFLUOROMETHOXYBENZAMIDO)CYCLOHEXANOL). Reaction SMILES: [NH2:1][CH:2]1[CH2:7][CH2:6][CH:5]([OH:8])[CH2:4][CH2:3]1.[F:9][CH:10]([F:21])[O:11][C:12]1[CH:20]=[CH:19][C:15]([C:16](Cl)=[O:17])=[CH:14][CH:13]=1>>[F:9][CH:10]([F:21])[O:11][C:12]1[CH:13]=[CH:14][C:15]([C:16]([NH:1][CH:2]2[CH2:7][CH2:6][CH:5]([OH:8])[CH2:4][CH2:3]2)=[O:17])=[CH:19][CH:20]=1. Procedure details: 4-(4-DIFLUOROMETHOXYBENZAMIDO)CYCLOHEXANOL is prepared following the procedure described in Example A-1 using corresponding molar equivalent quantities of 4-aminocyclohexanol and 4-difluoromethoxybenzoyl chloride. Reactants: CC1=NN2C(N=CC(=C2N)N)=C1 (2-Methyl-pyrazolo[1,5-a]pyrimidine-6,7-diamine), C1(=CC=CC=C1)CC(C(=O)OC)=O (methyl phenylpyruvate). The solvent is CC(=O)O (AcOH). Conditions: temperature 65 celsius, time 4 hour. Yields the product CC=1C=C2N(C3=NC(=C(N=C3C=N2)C2=CC=CC=C2)O)N1 (2-Methyl-7-phenyl-1,4,6,9,9b-pentaaza-cyclopenta[a]naphthalen-8-ol). Reaction SMILES: [CH3:1][C:2]1[CH:12]=[C:5]2[N:6]=[CH:7][C:8]([NH2:11])=[C:9]([NH2:10])[N:4]2[N:3]=1.[C:13]1([CH2:19][C:20](=[O:25])C(OC)=O)[CH:18]=[CH:17][CH:16]=[CH:15][CH:14]=1>CC(O)=O>[CH3:1][C:2]1[CH:12]=[C:5]2[N:6]=[CH:7][C:8]3[C:9](=[N:10][C:20]([OH:25])=[C:19]([C:13]4[CH:18]=[CH:17][CH:16]=[CH:15][CH:14]=4)[N:11]=3)[N:4]2[N:3]=1. Procedure details: A 40-mL scintillation vial containing Compound (10-3) (320 mg, 2.0 mmol, 1 eq.), methyl phenylpyruvate (360 mg, 2.2 mmol, 1.1 eq.), and 20% AcOH (20 mL) was stirred at room temperature for 1.5 hours and at 65° C. for 4 hours. The mixture was allowed to cool and the precipitated solid was filtered and washed successively with water (15 mL) and Et2O (2×10 mL). The solid was dried in vacuo to give Compound (10-4) as a yellowish solid. Reactants: C(C)OC(CC1(CC(CC1)(C)C)C[N+](=O)[O-])=O ((±)-(3,3-Dimethyl-1-nitromethyl-cyclopentyl)-acetic acid ethyl ester). Reagents/catalysts: [Ni] (Raney Nickel). Run in CO (methanol). Reaction conditions: time 24 hour. Product: CC1(CC2(CC(NC2)=O)CC1)C ((+)-7,7-Dimethyl-2-aza-spiro[4.4]nonan-3-one). Isolated yield 91.9%. RXN SMILES: C([O:3][C:4](=O)[CH2:5][C:6]1([CH2:13][N+:14]([O-])=O)[CH2:10][CH2:9][C:8]([CH3:12])([CH3:11])[CH2:7]1)C>[Ni].CO>[CH3:11][C:8]1([CH3:12])[CH2:9][CH2:10][C:6]2([CH2:13][NH:14][C:4](=[O:3])[CH2:5]2)[CH2:7]1. Procedure: The ester 3 (380 mg, 1.6 mmol) and Raney Nickel (1 g) were suspended in methanol (75 mL) and shaken under a hydrogen atmosphere for 24 hours. The catalyst was removed by filtration, the filtrate concentrated to give the lactam 4 (246 mg, 94%) as a white solid. The reactants are C=1C=CC(=CC1)[C@H](C(=O)N[C@H]2[C@H]3CCC(=C(N3C2=O)C(=O)O)Cl)N.C[O-] (Loracarbef methanolate), Cl (hydrochloride). The solvent is C(CC)O (1-propanol). Run at time 45 minute. Product: C=1C=CC(=CC1)[C@H](C(=O)N[C@H]2[C@H]3CCC(=C(N3C2=O)C(=O)O)Cl)N.Cl (Loracarbef Hydrochloride). As a reaction SMILES: [CH:1]1[CH:2]=[CH:3][C:4]([C@@H:7]([NH2:24])[C:8]([NH:10][C@@H:11]2[C:18](=[O:19])[N:17]3[C@@H:12]2[CH2:13][CH2:14][C:15]([Cl:23])=[C:16]3[C:20]([OH:22])=[O:21])=[O:9])=[CH:5][CH:6]=1.C[O-].[ClH:27]>C(O)CC>[CH:1]1[CH:2]=[CH:3][C:4]([C@@H:7]([NH2:24])[C:8]([NH:10][C@@H:11]2[C:18](=[O:19])[N:17]3[C@@H:12]2[CH2:13][CH2:14][C:15]([Cl:23])=[C:16]3[C:20]([OH:22])=[O:21])=[O:9])=[CH:5][CH:6]=1.[ClH:27] |f:0.1,4.5|. Reported procedure: Loracarbef methanolate (5 g) is added to 50 ml of 1-propanol and 1.34 ml of concentrated hydrochloride acid. The solution is stirred at room temperature for approximately 45 minutes and is stripped to solids and placed in the freezer, with large rhomboid crystals formed. The mixture is dried overnight at room temperature in a vacuum oven and the crystals yellowed. The weight yield is 5.16 grams and the X-ray diffraction pattern of the titled product above is as follows: Reactants: Clc1cccc(N2CCN(CCOc3ccc4ccc(OCc5ccccc5)nc4n3)CC2)c1Cl, CO. The product is O=c1ccc2ccc(OCCN3CCN(c4cccc(Cl)c4Cl)CC3)nc2[nH]1. As a reaction SMILES: [CH2:1]([c:2]1[cH:3][cH:4][cH:5][cH:6][cH:7]1)[O:8][c:9]1[n:10][c:11]2[n:12][c:13]([O:19][CH2:20][CH2:21][N:22]3[CH2:23][CH2:24][N:25]([c:28]4[c:29]([Cl:35])[c:30]([Cl:34])[cH:31][cH:32][cH:33]4)[CH2:26][CH2:27]3)[cH:14][cH:15][c:16]2[cH:17][cH:18]1.[CH3:36][OH:37]>>[O:8]=[c:9]1[nH:10][c:11]2[n:12][c:13]([O:19][CH2:20][CH2:21][N:22]3[CH2:23][CH2:24][N:25]([c:28]4[c:29]([Cl:35])[c:30]([Cl:34])[cH:31][cH:32][cH:33]4)[CH2:26][CH2:27]3)[cH:14][cH:15][c:16]2[cH:17][cH:18]1. Reactants: Cl, CC(C)(C)C(=O)Nc1ccncc1C(=O)c1ccc(F)cc1. Yields the product Nc1ccncc1C(=O)c1ccc(F)cc1. As a reaction SMILES: [ClH:23].[F:1][c:2]1[cH:3][cH:4][c:5]([C:6](=[O:7])[c:8]2[cH:9][n:10][cH:11][cH:12][c:13]2[NH:14][C:15](=[O:16])[C:17]([CH3:18])([CH3:19])[CH3:20])[cH:21][cH:22]1>>[F:1][c:2]1[cH:3][cH:4][c:5]([C:6](=[O:7])[c:8]2[cH:9][n:10][cH:11][cH:12][c:13]2[NH2:14])[cH:21][cH:22]1.